This data is from the Open Reaction Database (ORD), a public repository of structured organic reaction records. The task is: describe an organic reaction: reactants, conditions, products, and yield The reactants are Cl (hydrochloric acid), BrC1=CC(=C(C=C1)Cl)OC (4-bromo-1-chloro-2-methoxy-benzene), {1,3-bis(diphenylphosphino)-propane}dichloronickel (II), C1(CC1)[Mg]Br (cyclopropylmagnesium bromide). Solvent: O1CCCC1 (tetrahydrofuran). Run at time 2 hour. Product: ClC1=C(C=C(C=C1)C1CC1)OC (1-chloro-4-cyclopropyl-2-methoxy-benzene), residue. Isolated yield 67.0%. Reaction SMILES: Br[C:2]1[CH:7]=[CH:6][C:5]([Cl:8])=[C:4]([O:9][CH3:10])[CH:3]=1.[CH:11]1([Mg]Br)[CH2:13][CH2:12]1.Cl>O1CCCC1>[Cl:8][C:5]1[CH:6]=[CH:7][C:2]([CH:11]2[CH2:13][CH2:12]2)=[CH:3][C:4]=1[O:9][CH3:10]. Procedure details: To a solution of 4-bromo-1-chloro-2-methoxy-benzene (1.45 g, 6.55 mmol) in dry tetrahydrofuran (10 ml), was added {1,3-bis(diphenylphosphino)-propane}dichloronickel (II) and cyclopropylmagnesium bromide (46 ml, 0.5 M in tetrahydrofuran, 23 mmols) at room temperature. The solution was stirred at room temperature for 2 hours, and then heated at 65° C. for 48 hours. Aqueous hydrochloric acid solution (1 N, 20 mL) was added, and the mixture was then cooled to room temperature and stirred for 30 minu... The reactants are CC1=C(C=C(C=C1)C=1OC(=NN1)C)C1=CC=C(C=C1)C(=O)NCC1=CC=C(C=C1)OC1=CC=CC=C1 (2′-methyl-5′-(5-methyl-1,3,4-oxadiazol-2-yl)-N-(4-phenoxybenzyl)-1,1′-biphenyl-4-carboxamide), IC (iodomethane). Yields the product CC1=C(C=C(C=C1)C=1OC(=NN1)C)C1=CC=C(C=C1)C(=O)N(CC1=CC=C(C=C1)OC1=CC=CC=C1)C (2′-Methyl-N-methyl-5′-(5-methyl-1,3,4-oxadiazol-2-yl)-N-(4-phenoxybenzyl)-1,1′-biphenyl-4-carboxamide). Reaction SMILES: [CH3:1][C:2]1[CH:7]=[CH:6][C:5]([C:8]2[O:9][C:10]([CH3:13])=[N:11][N:12]=2)=[CH:4][C:3]=1[C:14]1[CH:19]=[CH:18][C:17]([C:20]([NH:22][CH2:23][C:24]2[CH:29]=[CH:28][C:27]([O:30][C:31]3[CH:36]=[CH:35][CH:34]=[CH:33][CH:32]=3)=[CH:26][CH:25]=2)=[O:21])=[CH:16][CH:15]=1.I[CH3:38]>>[CH3:1][C:2]1[CH:7]=[CH:6][C:5]([C:8]2[O:9][C:10]([CH3:13])=[N:11][N:12]=2)=[CH:4][C:3]=1[C:14]1[CH:15]=[CH:16][C:17]([C:20]([N:22]([CH3:38])[CH2:23][C:24]2[CH:29]=[CH:28][C:27]([O:30][C:31]3[CH:36]=[CH:35][CH:34]=[CH:33][CH:32]=3)=[CH:26][CH:25]=2)=[O:21])=[CH:18][CH:19]=1. Procedure details: 2′-Methyl-N-methyl-5′-(5-methyl-1,3,4-oxadiazol-2-yl)-N-(4-phenoxybenzyl)-1,1′-biphenyl-4-carboxamide was prepared from 2′-methyl-5′-(5-methyl-1,3,4-oxadiazol-2-yl)-N-(4-phenoxybenzyl)-1,1′-biphenyl-4-carboxamide and iodomethane using method L. NMR; δH [2H6]—DMSO 7.89,(1H, d), 7.76,(1H, s), 7.55-7.48,(5H, m), 7.40-7.36,(3H, m), 7.23,(1H, b), 7.13,(1H, t), 7.01,(4H, m), 4.684.52,(2H, m), 2.91,(3H, s), 2.55,(3H, s), 2.32,(3H, s). LCMS; retention time 3.85 min, MH+ 490. Reactants: [BH4-], CO, COc1ccc(F)cc1C1(CC(O)(C=Nc2cccc3nc(C)ccc23)C(F)(F)F)CC1, [Na+], C1CCOC1. Yields the product COc1ccc(F)cc1C1(CC(O)(CNc2cccc3nc(C)ccc23)C(F)(F)F)CC1. RXN SMILES: [BH4-:33].[CH3:35][OH:36].[F:1][c:2]1[cH:3][cH:4][c:5]([O:31][CH3:32])[c:6]([C:8]2([CH2:11][C:12]([CH:13]=[N:14][c:15]3[c:16]4[cH:17][cH:18][c:19]([CH3:25])[n:20][c:21]4[cH:22][cH:23][cH:24]3)([OH:26])[C:27]([F:28])([F:29])[F:30])[CH2:9][CH2:10]2)[cH:7]1.[Na+:34].[O:37]1[CH2:38][CH2:39][CH2:40][CH2:41]1>>[F:1][c:2]1[cH:3][cH:4][c:5]([O:31][CH3:32])[c:6]([C:8]2([CH2:11][C:12]([CH2:13][NH:14][c:15]3[c:16]4[cH:17][cH:18][c:19]([CH3:25])[n:20][c:21]4[cH:22][cH:23][cH:24]3)([OH:26])[C:27]([F:28])([F:29])[F:30])[CH2:9][CH2:10]2)[cH:7]1. Reactants: C=CCOC(=O)CC(=O)OCC=C, N#Cc1ccc(CCl)cc1, Cl, [H-], [H][H], [Na+], C1COCCO1, O. Yields the product C=CCOC(=O)C(Cc1ccc(C#N)cc1)C(=O)OCC=C. As a reaction SMILES: [C:5]([CH2:6][C:7](=[O:8])[O:9][CH2:10][CH:11]=[CH2:12])(=[O:13])[O:14][CH2:15][CH:16]=[CH2:17].[Cl:18][CH2:19][c:20]1[cH:21][cH:22][c:23]([C:24]#[N:25])[cH:26][cH:27]1.[ClH:28].[H-:1].[H:3][H:4].[Na+:2].[O:29]1[CH2:30][CH2:31][O:32][CH2:33][CH2:34]1.[OH2:35]>>[C:5]([CH:6]([C:7](=[O:8])[O:9][CH2:10][CH:11]=[CH2:12])[CH2:19][c:20]1[cH:21][cH:22][c:23]([C:24]#[N:25])[cH:26][cH:27]1)(=[O:13])[O:14][CH2:15][CH:16]=[CH2:17]. The reactants are FC(C(=O)OC)(F)F (methyl trifluoroacetate), O (Water), C(#N)C1=NN(C=C1I)C1=C(C=C(C=C1Cl)C(F)(F)F)Cl (3-cyano-1-(2,6-dichloro-4-trifluoromethylphenyl)-4-iodopyrazole), C(CCC)[Li] (n-butyllithium), solution. The solvent is O1CCCC1 (tetrahydrofuran), O1CCCC1 (tetrahydrofuran), hexanes. Product: C(#N)C1=NN(C=C1C(C(F)(F)F)=O)C1=C(C=C(C=C1Cl)C(F)(F)F)Cl (3-Cyano-1-(2,6-dichloro-4-trifluoromethylphenyl)-4-trifluoroacetylpyrazole). RXN SMILES: [C:1]([C:3]1[C:7](I)=[CH:6][N:5]([C:9]2[C:14]([Cl:15])=[CH:13][C:12]([C:16]([F:19])([F:18])[F:17])=[CH:11][C:10]=2[Cl:20])[N:4]=1)#[N:2].C([Li])CCC.[F:26][C:27]([F:33])([F:32])[C:28](OC)=[O:29].O>O1CCCC1>[C:1]([C:3]1[C:7]([C:28](=[O:29])[C:27]([F:33])([F:32])[F:26])=[CH:6][N:5]([C:9]2[C:14]([Cl:15])=[CH:13][C:12]([C:16]([F:19])([F:18])[F:17])=[CH:11][C:10]=2[Cl:20])[N:4]=1)#[N:2]. Procedure: To a stirred solution of 3-cyano-1-(2,6-dichloro-4-trifluoromethylphenyl)-4-iodopyrazole (4.62 g) in tetrahydrofuran (100 ml) at -75° C. under an atmosphere of nitrogen was added, at such a rate that the temperature of the reaction mixture did not exceed -75° C., n-butyllithium (4.7 ml of a 2.5M solution in hexanes). A solution of methyl trifluoroacetate (1.93 ml) in tetrahydrofuran (5 ml) was then added at such a rate that the temperature of the reaction mixture did not exceed -75° C. Upon comp...